From a dataset of the Open Reaction Database (ORD), a public repository of structured organic reaction records. describe an organic reaction: reactants, conditions, products, and yield The reactants are [Br-], CC1=CC(C)C(C)(C=O)CC1, CC(C)[Mg+]. Yields the product CC1=CC(C)C(C)(C(O)C(C)C)CC1. RXN SMILES: [Br-:12].[CH3:1][C:2]1([CH:10]=[O:11])[CH:3]([CH3:9])[CH:4]=[C:5]([CH3:8])[CH2:6][CH2:7]1.[CH:13]([CH3:14])([CH3:15])[Mg+:16]>>[CH3:1][C:2]1([CH:10]([OH:11])[CH:13]([CH3:14])[CH3:15])[CH:3]([CH3:9])[CH:4]=[C:5]([CH3:8])[CH2:6][CH2:7]1.